This data is from the Open Reaction Database (ORD), a public repository of structured organic reaction records. The task is: describe an organic reaction: reactants, conditions, products, and yield The reactants are CCCCN(CC)c1ccc(C(F)(F)F)cc1C=O, ClCCl, CC(=O)O, ClCCCl, NCc1cc(C(F)(F)F)cc(C(F)(F)F)c1, [Na+], [OH-]. The product is CCCCN(CC)c1ccc(C(F)(F)F)cc1CNCc1cc(C(F)(F)F)cc(C(F)(F)F)c1. RXN SMILES: [CH2:1]([CH2:2][CH2:3][CH3:4])[N:5]([c:6]1[c:7]([CH:8]=[O:9])[cH:10][c:11]([C:14]([F:15])([F:16])[F:17])[cH:12][cH:13]1)[CH2:18][CH3:19].[CH2:46]([Cl:47])[Cl:48].[CH3:36][C:37](=[O:38])[OH:39].[Cl:42][CH2:43][CH2:44][Cl:45].[F:20][C:21]([c:22]1[cH:23][c:24]([CH2:25][NH2:26])[cH:27][c:28]([C:30]([F:31])([F:32])[F:33])[cH:29]1)([F:34])[F:35].[Na+:41].[OH-:40]>>[CH2:1]([CH2:2][CH2:3][CH3:4])[N:5]([c:6]1[c:7]([CH2:8][NH:26][CH2:25][c:24]2[cH:23][c:22]([C:21]([F:20])([F:34])[F:35])[cH:29][c:28]([C:30]([F:31])([F:32])[F:33])[cH:27]2)[cH:10][c:11]([C:14]([F:15])([F:16])[F:17])[cH:12][cH:13]1)[CH2:18][CH3:19].